From a dataset of the Open Reaction Database (ORD), a public repository of structured organic reaction records. describe an organic reaction: reactants, conditions, products, and yield The reactants are [I-].[Na+] (sodium iodide), ClC1=NC=CC(=C1)C1=CCCC1 (2-chloro-4-cyclopent-1-enyl-pyridine), C(C)(=O)Cl (Acetyl chloride). Run in C(C)#N (acetonitrile). Yields the product IC1=NC=CC(=C1)C1=CCCC1 (2-iodo-4-cyclopent-1-enyl-pyridine). Reaction SMILES: [I-:1].[Na+].Cl[C:4]1[CH:9]=[C:8]([C:10]2[CH2:14][CH2:13][CH2:12][CH:11]=2)[CH:7]=[CH:6][N:5]=1.C(Cl)(=O)C>C(#N)C>[I:1][C:4]1[CH:9]=[C:8]([C:10]2[CH2:14][CH2:13][CH2:12][CH:11]=2)[CH:7]=[CH:6][N:5]=1 |f:0.1|. Reported procedure: A flask was charged with sodium iodide (3.75 g, 25.0 mmol), 2-chloro-4-cyclopent-1-enyl-pyridine (450 mg, 2.5 mmol) and acetonitrile (8 mL). Acetyl chloride (0.27 mL, 3.76 mmol) was slowly added and the reaction mixture was heated at reflux overnight. The reaction mixture was cooled to room temperature and quenched with water. Saturated Na2CO3 and 10% Na2S2O3 were added and the mixture was extracted with EtOAc (3×). The combined organics were dried over MgSO4 and concentrated. The residue was pu... Reactants: C1(=CC=CC=C1)CC(=O)N[C@H]1[C@@H]2N(C(=C(CS2)COC(C2=C(C=CC=C2)S(NC(=O)OCC)(=O)=O)=O)C(=O)O)C1=O (7β-phenylacetamido-3-[2-(N-carboethoxysulfamoyl)benzoyloxy]methyl-3-cephem-4-carboxylic acid), resultant solution, P(O)(O)(O)=O (phosphoric acid), SC1=NN=NN1C (5-mercapto-1-methyl-1H-tetrazole), C(O)([O-])=O.[Na+] (sodium hydrogen carbonate). The solvent is O (water). Product: C1(=CC=CC=C1)CC(=O)N[C@H]1[C@@H]2N(C(=C(CS2)CSC2=NN=NN2C)C(=O)O)C1=O (7β-phenylacetamido-3-(1-methyl-1H-tetrazol-5-yl) thiomethyl-3-cephem-4-carboxylic acid). The yield is 81.1%. Reaction SMILES: [C:1]1([CH2:7][C:8]([NH:10][C@@H:11]2[C:40](=[O:41])[N:13]3[C:14]([C:37]([OH:39])=[O:38])=[C:15]([CH2:18]OC(=O)C4C=CC=CC=4S(=O)(=O)NC(OCC)=O)[CH2:16][S:17][C@H:12]23)=[O:9])[CH:6]=[CH:5][CH:4]=[CH:3][CH:2]=1.[SH:42][C:43]1[N:47]([CH3:48])[N:46]=[N:45][N:44]=1.C(=O)([O-])O.[Na+].P(=O)(O)(O)O>O>[C:1]1([CH2:7][C:8]([NH:10][C@@H:11]2[C:40](=[O:41])[N:13]3[C:14]([C:37]([OH:39])=[O:38])=[C:15]([CH2:18][S:42][C:43]4[N:47]([CH3:48])[N:46]=[N:45][N:44]=4)[CH2:16][S:17][C@H:12]23)=[O:9])[CH:6]=[CH:5][CH:4]=[CH:3][CH:2]=1 |f:2.3|. Procedure details: In water (50 ml) is suspended 7β-phenylacetamido-3-[2-(N-carboethoxysulfamoyl)benzoyloxy]methyl-3-cephem-4-carboxylic acid (3.0 g) together with 5-mercapto-1-methyl-1H-tetrazole (1.0 g). The mixture is adjusted to pH 5.5 with sodium hydrogen carbonate and the resultant solution is heated at 60° C. for 50 minutes. The solution is brought to pH 2.0 with dilute phosphoric acid and extracted with ethyl acetate (100 ml). The extract is rinsed with a saturated aqueous solution of sodium chloride, drie... The reactants are O=C(NC1CC1)c1ccc(-c2csc(NC(=O)C3NCCS3)n2)cc1, CCN(C(C)C)C(C)C, O=C(Cl)OCc1ccccc1, CN(C)C=O. The product is O=C(NC1CC1)c1ccc(-c2csc(NC(=O)C3SCCN3C(=O)OCc3ccccc3)n2)cc1. RXN SMILES: [CH:1]1([NH:4][C:5](=[O:6])[c:7]2[cH:8][cH:9][c:10](-[c:13]3[n:14][c:15]([NH:18][C:19](=[O:20])[CH:21]4[S:22][CH2:23][CH2:24][NH:25]4)[s:16][cH:17]3)[cH:11][cH:12]2)[CH2:2][CH2:3]1.[CH:26]([N:27]([CH2:28][CH3:29])[CH:30]([CH3:31])[CH3:32])([CH3:33])[CH3:34].[Cl:35][C:36](=[O:37])[O:38][CH2:39][c:40]1[cH:41][cH:42][cH:43][cH:44][cH:45]1.[O:46]=[CH:47][N:48]([CH3:49])[CH3:50]>>[CH:1]1([NH:4][C:5](=[O:6])[c:7]2[cH:8][cH:9][c:10](-[c:13]3[n:14][c:15]([NH:18][C:19](=[O:20])[CH:21]4[S:22][CH2:23][CH2:24][N:25]4[C:36](=[O:37])[O:38][CH2:39][c:40]4[cH:41][cH:42][cH:43][cH:44][cH:45]4)[s:16][cH:17]3)[cH:11][cH:12]2)[CH2:2][CH2:3]1. Reactants: CN(CCCN)C (N,N-Dimethyl-1,3-propanediamine), ClC1=C(C=CC=C1Cl)[N+](=O)[O-] (2,3-dichloronitrobenzene). Run in C1(=CC=CC=C1)C (toluene). Reaction conditions: temperature 125 celsius, time 13.5 hour. Product: ClC1=C(C(=CC=C1)[N+](=O)[O-])NCCCN(C)C (N1-(2-Chloro-6-nitrophenyl)-N3,N3-dimethyl-1,3-propanediamine). The yield is 87.9%. RXN SMILES: [CH3:1][N:2]([CH3:7])[CH2:3][CH2:4][CH2:5][NH2:6].Cl[C:9]1[C:14]([Cl:15])=[CH:13][CH:12]=[CH:11][C:10]=1[N+:16]([O-:18])=[O:17]>C1(C)C=CC=CC=1>[Cl:15][C:14]1[CH:13]=[CH:12][CH:11]=[C:10]([N+:16]([O-:18])=[O:17])[C:9]=1[NH:6][CH2:5][CH2:4][CH2:3][N:2]([CH3:7])[CH3:1]. Procedure details: N,N-Dimethyl-1,3-propanediamine (5.125 g) was added to 2,3-dichloronitrobenzene (3.841 g) and stirred for 13.5 hours at 125° C. The reaction mixture, with toluene added thereto, was washed with saturated sodium hydrogencarbonate aqueous solution and saturated brine successively, dried over sodium sulfate anhydride, and concentrated. The residue (4.881 g) was purified by silica gel column chromatography (silica gel 100 g, chloroform:methanol=1:0-50:1), thereby yielding the entitled compound (4.53... The reactants are C1=CC=C(C=C1)COC(=O)N[C@@H](CN)C(=O)O (N-α-Z-L-2,3-diaminopropionic acid), C1=C(C=CC2=CC=CC=C12)S(=O)(=O)Cl (2-naphthylsulfonyl chloride), ice. The solvent is [OH-].[Na+] (sodium hydroxide), CCOCC (ether). Reaction conditions: time 6 hour. Product: C(C1=CC=CC=C1)OC(=O)N[C@@H](CNS(=O)(=O)C1=CC2=CC=CC=C2C=C1)C(=O)O (N-[(benzyloxy)carbonyl]-3-(2-naphthylsulfonamido)-L-alanine). Isolated yield 66.4%. RXN SMILES: [CH:1]1[C:10]2[C:5](=[CH:6][CH:7]=[CH:8][CH:9]=2)[CH:4]=[CH:3][C:2]=1[S:11](Cl)(=[O:13])=[O:12].[CH:15]1[CH:20]=[CH:19][C:18]([CH2:21][O:22][C:23]([NH:25][C@H:26]([C:29]([OH:31])=[O:30])[CH2:27][NH2:28])=[O:24])=[CH:17][CH:16]=1>CCOCC.[OH-].[Na+]>[CH2:21]([O:22][C:23]([NH:25][C@H:26]([C:29]([OH:31])=[O:30])[CH2:27][NH:28][S:11]([C:2]1[CH:3]=[CH:4][C:5]2[C:10](=[CH:9][CH:8]=[CH:7][CH:6]=2)[CH:1]=1)(=[O:13])=[O:12])=[O:24])[C:18]1[CH:17]=[CH:16][CH:15]=[CH:20][CH:19]=1 |f:3.4|. Procedure details: A solution of 21.4 g of 2-naphthylsulfonyl chloride in 200 ml of ether is added dropwise while stirring to a solution of 15 g of N-α-Z-L-2,3-diaminopropionic acid in 189 ml of 1N sodium hydroxide solution. The mixture is left to stir for a further 6 hours. Subsequently, the reaction mixture is poured into ice-cold 2N hydrochloric acid and extracted with ethyl acetate. The organic is washed with water, dried and evaporated. After chromatography of the residue on silica gel with methylene chloride... Reactants: ClC1=CC=C(C=N1)N1N=NC(=C1)C1=NNC2=CC=CC=C12 (3-[1-(6-chloropyridin-3-yl)-1H-1,2,3-triazol-4-yl]-1H-indazole), N1CCOCC1 (morpholine). Run at temperature 120 celsius. The product is N1(CCOCC1)C1=CC=C(C=N1)N1N=NC(=C1)C1=NNC2=CC=CC=C12 (3-[1-(6-morpholin-4-ylpyridin-3-yl)-1H-1,2,3-triazol-4-yl]-1H-indazole). Reaction SMILES: Cl[C:2]1[N:7]=[CH:6][C:5]([N:8]2[CH:12]=[C:11]([C:13]3[C:21]4[C:16](=[CH:17][CH:18]=[CH:19][CH:20]=4)[NH:15][N:14]=3)[N:10]=[N:9]2)=[CH:4][CH:3]=1.[NH:22]1[CH2:27][CH2:26][O:25][CH2:24][CH2:23]1>>[N:22]1([C:2]2[N:7]=[CH:6][C:5]([N:8]3[CH:12]=[C:11]([C:13]4[C:21]5[C:16](=[CH:17][CH:18]=[CH:19][CH:20]=5)[NH:15][N:14]=4)[N:10]=[N:9]3)=[CH:4][CH:3]=2)[CH2:27][CH2:26][O:25][CH2:24][CH2:23]1. Reported procedure: A suspension of 3-[1-(6-chloropyridin-3-yl)-1H-1,2,3-triazol-4-yl]-1H-indazole (13 mg; 0.04 mmol; 1.0 eq.) in morpholine (0.5 mL) was heated in MW at 120° C. for 4.5 h. The precipitate obtained was filtered, washed with Et2O and dried under vacuum at 50° C. to afford the title compound as a beige solid. 1H NMR (DMSO-d6) δ: 13.33 (s, 1H), 9.18 (s, 1H), 8.74 (d, J=2.8 Hz, 1H), 8.34 (d, J=8.0 Hz, 1H), 8.16 (dd, J=2.6, 9.1 Hz, 1H), 7.59 (d, J=8.4 Hz, 1H), 7.43 (m, 1H), 7.23 (m, 1H), 7.07 (d, J=9.1 H... The reactants are S=C(Oc1ccccn1)Oc1ccccn1, Cc1cccnc1Oc1ccc(N)cc1, ClCCl. The product is Cc1cccnc1Oc1ccc(N=C=S)cc1. As a reaction SMILES: [C:16]([O:17][c:18]1[cH:19][cH:20][cH:21][cH:22][n:23]1)([O:24][c:25]1[cH:26][cH:27][cH:28][cH:29][n:30]1)=[S:31].[CH3:1][c:2]1[c:3]([O:8][c:9]2[cH:10][cH:11][c:12]([NH2:15])[cH:13][cH:14]2)[n:4][cH:5][cH:6][cH:7]1.[Cl:32][CH2:33][Cl:34]>>[CH3:1][c:2]1[c:3]([O:8][c:9]2[cH:10][cH:11][c:12]([N:15]=[C:16]=[S:31])[cH:13][cH:14]2)[n:4][cH:5][cH:6][cH:7]1. The reactants are BrCC(=O)C=1C(=CC(=C(C(=O)N2CCC(CC2)(F)C2=CC=C(C#N)C=C2)C1)C)C1CCC1 (4-(1-(5-(2-bromoacetyl)-4-cyclobutyl-2-methylbenzoyl)-4-fluoropiperidin-4-yl)benzonitrile), BrCC(=O)C=1C(=CC(=C(C(=O)N2CCC(CC2)(F)C2=CC=C(C#N)C=C2)C1)C)C1CCC1 (4-(1-(5-(2-bromoacetyl)-4-cyclobutyl-2-methylbenzoyl)-4-fluoropiperidin-4-yl)benzonitrile), Cl.C(C)(N)=N (Acetimidamide hydrochloride), C([O-])([O-])=O.[K+].[K+] (potassium carbonate). Run in CC#N (CH3CN). Run at temperature 80 celsius, time 2 hour. Product: C1(CCC1)C1=CC(=C(C(=O)N2CCC(CC2)(F)C2=CC=C(C#N)C=C2)C=C1C1=CN=C(N1)C)C (4-(1-(4-Cyclobutyl-2-methyl-5-(2-methyl-1H-imidazol-5-yl)benzoyl)-4-fluoropiperidin-4-yl)benzonitrile). The yield is 35.6%. As a reaction SMILES: Br[CH2:2][C:3]([C:5]1[C:6]([CH:29]2[CH2:32][CH2:31][CH2:30]2)=[CH:7][C:8]([CH3:28])=[C:9]([CH:27]=1)[C:10]([N:12]1[CH2:17][CH2:16][C:15]([C:19]2[CH:26]=[CH:25][C:22]([C:23]#[N:24])=[CH:21][CH:20]=2)([F:18])[CH2:14][CH2:13]1)=[O:11])=O.Cl.[C:34](=[NH:37])([NH2:36])[CH3:35].C(=O)([O-])[O-].[K+].[K+]>CC#N>[CH:29]1([C:6]2[C:5]([C:3]3[NH:37][C:34]([CH3:35])=[N:36][CH:2]=3)=[CH:27][C:9]([C:10]([N:12]3[CH2:13][CH2:14][C:15]([C:19]4[CH:20]=[CH:21][C:22]([C:23]#[N:24])=[CH:25][CH:26]=4)([F:18])[CH2:16][CH2:17]3)=[O:11])=[C:8]([CH3:28])[CH:7]=2)[CH2:30][CH2:31][CH2:32]1 |f:1.2,3.4.5|. Procedure details: To a round-bottom flask, which was purged and maintained with an inert atmosphere of nitrogen, was added a solution of 4-(1-(5-(2-bromoacetyl)-4-cyclobutyl-2-methylbenzoyl)-4-fluoropiperidin-4-yl)benzonitrile (compound 236.1, 40 mg, 0.08 mmol, 1.00 equiv) in CH3CN (10 mL). Acetimidamide hydrochloride (7.6 mg, 0.08 mmol, 1.00 equiv) and potassium carbonate (33.4 mg, 0.24 mmol, 3.00 equiv) were added to the reaction. The resulting solution was stirred for 2 h at 80° C. in an oil bath, then cooled ... RXN SMILES: [Br:3][c:4]1[cH:5][c:6]2[c:7]([n:8][cH:9]1)[nH:10][n:11][c:12]2[I:13].[CH3:14][Si:15]([CH2:16][CH2:17][O:18][CH2:19][Cl:20])([CH3:21])[CH3:22].[H-:2].[Na+:1].[O:23]=[CH:24][N:25]([CH3:26])[CH3:27]>>[Br:3][c:4]1[cH:5][c:6]2[c:7]([n:8][cH:9]1)[n:10]([CH2:19][O:18][CH2:17][CH2:16][Si:15]([CH3:14])([CH3:21])[CH3:22])[n:11][c:12]2[I:13]. The product is C[Si](C)(C)CCOCn1nc(I)c2cc(Br)cnc21. The reactants are Brc1cnc2[nH]nc(I)c2c1, C[Si](C)(C)CCOCCl, [H-], [Na+], CN(C)C=O.